Dataset: the Open Reaction Database (ORD), a public repository of structured organic reaction records. Task: describe an organic reaction: reactants, conditions, products, and yield The reactants are [BH3-]C#N.[Na+] (NaBH3CN), NC1=NN(C=C1C(=O)OCC)CC1=CC=C(C=C1)OC (ethyl 3-amino-1-(4-methoxybenzyl)-1H-pyrazole-4-carboxylate), C=O (formaldehyde). The solvent is C(C)(=O)O (acetic acid). Run at time 4 hour. Product: CN(C1=NN(C=C1C(=O)OCC)CC1=CC=C(C=C1)OC)C (ethyl 3-(dimethylamino)-1-(4-methoxybenzyl)-1H-pyrazole-4-carboxylate). Isolated yield 54.5%. As a reaction SMILES: [BH3-][C:2]#[N:3].[Na+].N[C:6]1[C:10]([C:11]([O:13][CH2:14][CH3:15])=[O:12])=[CH:9][N:8]([CH2:16][C:17]2[CH:22]=[CH:21][C:20]([O:23][CH3:24])=[CH:19][CH:18]=2)[N:7]=1.[CH2:25]=O>C(O)(=O)C>[CH3:25][N:3]([CH3:2])[C:6]1[C:10]([C:11]([O:13][CH2:14][CH3:15])=[O:12])=[CH:9][N:8]([CH2:16][C:17]2[CH:22]=[CH:21][C:20]([O:23][CH3:24])=[CH:19][CH:18]=2)[N:7]=1 |f:0.1|. Procedure: According to Scheme 15 Step 2: NaBH3CN (7.26 mmol, 456 mg) was added to a solution of ethyl 3-amino-1-(4-methoxybenzyl)-1H-pyrazole-4-carboxylate (3.63 mmol, 1.00 g) and formaldehyde (109 mmol, 8.84 g) in acetic acid (10 mL). The reaction mixture was stirred for 4 hours at room temperature and was then extracted with AcOEt. After neutralization of the aqueous phase, it was extracted with AcOEt. The organic phase was dried over MgSO4, was filtered and was concentrated under reduced pressure. The ... The reactants are O=C1C(N(CCN2CCOCC2)S(=O)(=O)c2ccc(Oc3ccc(Cl)cc3)cc2)CC=CCN1OCc1ccccc1, CS(=O)(=O)O. Product: O=C1C(N(CCN2CCOCC2)S(=O)(=O)c2ccc(Oc3ccc(Cl)cc3)cc2)CC=CCN1O. As a reaction SMILES: [CH2:1]([c:2]1[cH:3][cH:4][cH:5][cH:6][cH:7]1)[O:8][N:9]1[C:10](=[O:42])[CH:11]([N:16]([S:17](=[O:18])(=[O:19])[c:20]2[cH:21][cH:22][c:23]([O:26][c:27]3[cH:28][cH:29][c:30]([Cl:33])[cH:31][cH:32]3)[cH:24][cH:25]2)[CH2:34][CH2:35][N:36]2[CH2:37][CH2:38][O:39][CH2:40][CH2:41]2)[CH2:12][CH:13]=[CH:14][CH2:15]1.[CH3:43][S:44]([OH:45])(=[O:46])=[O:47]>>[OH:8][N:9]1[C:10](=[O:42])[CH:11]([N:16]([S:17](=[O:18])(=[O:19])[c:20]2[cH:21][cH:22][c:23]([O:26][c:27]3[cH:28][cH:29][c:30]([Cl:33])[cH:31][cH:32]3)[cH:24][cH:25]2)[CH2:34][CH2:35][N:36]2[CH2:37][CH2:38][O:39][CH2:40][CH2:41]2)[CH2:12][CH:13]=[CH:14][CH2:15]1. Reactants: C(#N)C1CC=2CN=CC=C3C2C(C1)CCC3 (2-cyano-1,2,3,4,8,9,10,10a-octahydronaphth[1,8-cd]azepine), Formula 8, 8A. The solvent is C(C)(=O)O (acetic acid), Cl (hydrochloric acid). Yields the product C1CCC=2CN=CC=C3C2C1CCC3 (1,2,3,4,8,9,10,10a-octahydronaphth[1,8-cd]azepine). Yield: 70.0%. Reaction SMILES: C([CH:3]1[CH2:13][CH:12]2[CH2:14][CH2:15][CH2:16][C:10]3[C:11]2=[C:5]([CH2:6][N:7]=[CH:8][CH:9]=3)[CH2:4]1)#N>C(O)(=O)C.Cl>[CH2:13]1[CH:12]2[CH2:14][CH2:15][CH2:16][C:10]3[C:11]2=[C:5]([CH2:6][N:7]=[CH:8][CH:9]=3)[CH2:4][CH2:3]1. Procedure: A solution of 1.3 g (6.1 mmol) of 2-cyano-1,2,3,4,8,9,10,10a-octahydronaphth[1,8-cd]azepine, an intermediate of Formula 8 prepared, for example, as described in Preparation 8A, in a mixture of 40 ml of acetic acid and 40 ml of 20% hydrochloric acid, was kept at reflux for 20 hours. The solution was concentrated to a small volume, approximately 30 ml of water was added and neutral materials were removed by extraction with ether. The aqueous layer was made basic by addition of NaOH, and the produc... Reactants: CC(CNC(=O)OC(C)(C)C)n1c(CO)cc2cc(F)cnc21, ClCCl. Product: CC1CN(C(=O)OC(C)(C)C)Cc2cc3cc(F)cnc3n21. As a reaction SMILES: [C:1]([CH3:2])([CH3:3])([CH3:4])[O:5][C:6]([NH:7][CH2:8][CH:9]([CH3:10])[n:11]1[c:12]([CH2:21][OH:22])[cH:13][c:14]2[c:15]1[n:16][cH:17][c:18]([F:20])[cH:19]2)=[O:23].[Cl:24][CH2:25][Cl:26]>>[C:1]([CH3:2])([CH3:3])([CH3:4])[O:5][C:6]([N:7]1[CH2:8][CH:9]([CH3:10])[n:11]2[c:12]([cH:13][c:14]3[c:15]2[n:16][cH:17][c:18]([F:20])[cH:19]3)[CH2:21]1)=[O:23]. Reactants: C(C1=CC=CC=C1)[C@@H]1N(C(OC1)=O)C(C(CC=C)C1=CC=CC=C1)=O ((S)-4-benzyl-3-(2-phenylpent-4-enoyl)-2-oxazolidinone), OO (hydrogen peroxide), O1CCCC1 (tetrahydrofuran), O.[OH-].[Li+] (lithium hydroxide hydrate). Run in O (water). Conditions: time 3 hour. Yields the product C1(=CC=CC=C1)[C@@H](C(=O)O)CC=C ((S)-2-phenylpent-4-enoic acid). RXN SMILES: C([C@H]1COC(=O)N1[C:14](=[O:25])[CH:15]([C:19]1[CH:24]=[CH:23][CH:22]=[CH:21][CH:20]=1)[CH2:16][CH:17]=[CH2:18])C1C=CC=CC=1.[O:26]1CCCC1.O.[OH-].[Li+].OO>O>[C:19]1([C@H:15]([CH2:16][CH:17]=[CH2:18])[C:14]([OH:25])=[O:26])[CH:20]=[CH:21][CH:22]=[CH:23][CH:24]=1 |f:2.3.4|. Reported procedure: Combine (S)-4-benzyl-3-(2-phenylpent-4-enoyl)-2-oxazolidinone (3.35 g, 10 mol), tetrahydrofuran (80 mL), and water (20 mL). Cool in an ice bath. Add lithium hydroxide hydrate (0.84 g, 20 mmol) and an aqueous solution of hydrogen peroxide (4 mL, 30%, 46.4 mmol). After 3 hours, concentrate the reaction mixture to about half volume, dilute the concentrated reaction mixture with an aqueous 1 M sodium hydroxide solution and extract twice with diethyl ether. Cool the aqueous layer in an ice bath, acid... The reactants are FC1(C(N(CC1OS(=O)(=O)C1=CC=C(C=C1)C)C(=O)OC(C)(C)C)=O)F (tert-butyl 3,3-difluoro-4-{[(4-methylphenyl)sulfonyl]oxy}-2-oxopyrrolidine-1-carboxylate), C(C)(C)NC(C)C (diisopropylamine), CCCCCC.C(CCC)[Li] (n-butyllithium hexane), FC1=NC=CC=C1 (2-Fluoropyridine). Run in O1CCCC1 (tetrahydrofuran), O1CCCC1 (tetrahydrofuran), O (Water). Reaction conditions: time 1 hour. Yields the product CC1=CC=C(C=C1)S(=O)(=O)OC1CN=C(C1(F)F)C=1C(=NC=CC1)F (4,4-Difluoro-5-(2-fluoropyridin-3-yl)-3,4-dihydro-2H-pyrrol-3-yl 4-methylbenzenesulfonate). Isolated yield 51.0%. RXN SMILES: C(NC(C)C)(C)C.CCCCCC.C([Li])CCC.[F:19][C:20]1[CH:25]=[CH:24][CH:23]=[CH:22][N:21]=1.[F:26][C:27]1([F:51])[CH:31]([O:32][S:33]([C:36]2[CH:41]=[CH:40][C:39]([CH3:42])=[CH:38][CH:37]=2)(=[O:35])=[O:34])[CH2:30][N:29](C(OC(C)(C)C)=O)[C:28]1=O>O1CCCC1.O>[CH3:42][C:39]1[CH:38]=[CH:37][C:36]([S:33]([O:32][CH:31]2[C:27]([F:51])([F:26])[C:28]([C:25]3[C:20]([F:19])=[N:21][CH:22]=[CH:23][CH:24]=3)=[N:29][CH2:30]2)(=[O:35])=[O:34])=[CH:41][CH:40]=1 |f:1.2|. Procedure: To a solution of diisopropylamine (8.76 g) in tetrahydrofuran (230 mL) was added 1.6 mol/L n-butyllithium hexane solution (51 mL) at −78° C., and the mixture was stirred for 1 hr. 2-Fluoropyridine (11.2 g) was added dropwise thereto, and the mixture was stirred for 2 hr. To the resultant pale-yellow suspension was slowly added dropwise a solution of tert-butyl 3,3-difluoro-4-{[(4-methylphenyl)sulfonyl]oxy}-2-oxopyrrolidine-1-carboxylate (22.6 g) in tetrahydrofuran (50 mL), and the mixture was st...